Dataset: the Open Reaction Database (ORD), a public repository of structured organic reaction records. Task: describe an organic reaction: reactants, conditions, products, and yield Reactants: BrC1=CC=2C3(C4=CC(=CC=C4OC2C=C1)OC)NC(COC3)=O (2′-bromo-7′-methoxyspiro[morpholine-3,9′-xanthen]-5-one), B(Br)(Br)Br (boron tribromide). Run in C(Cl)Cl (DCM), O (water), C(Cl)Cl (DCM). Conditions: temperature -78 celsius, time 2 hour. Yields the product BrC1=CC=2[C@@]3(C4=CC(=CC=C4OC2C=C1)O)NC(COC3)=O ((R)-2′-bromo-7′-hydroxyspiro[morpholine-3,9′-xanthen]-5-one). As a reaction SMILES: [Br:1][C:2]1[CH:15]=[CH:14][C:13]2[O:12][C:11]3[C:6](=[CH:7][C:8]([O:16]C)=[CH:9][CH:10]=3)[C:5]3([CH2:22][O:21][CH2:20][C:19](=[O:23])[NH:18]3)[C:4]=2[CH:3]=1.B(Br)(Br)Br>C(Cl)Cl.O>[Br:1][C:2]1[CH:15]=[CH:14][C:13]2[O:12][C:11]3[C:6](=[CH:7][C:8]([OH:16])=[CH:9][CH:10]=3)[C@:5]3([CH2:22][O:21][CH2:20][C:19](=[O:23])[NH:18]3)[C:4]=2[CH:3]=1. Procedure details: In a 25-mL flask, the 2′-bromo-7′-methoxyspiro[morpholine-3,9′-xanthen]-5-one (0.094 g, 0.250 mmol) was dissolved in DCM (5 mL). The solution was cooled to −78° C., and a solution of boron tribromide (1.0 M, 0.750 mL, 0.750 mmol) in DCM was added. The mixture was warmed to 0° C. and held at that temperature for 2 h. The reaction was diluted with water (20 mL) and the aqueous phase was extracted with 3% MeOH/DCM (3×25 mL). The organics were combined, washed with dilute brine (5 mL), dried over so... The reactants are C1(=CC=CC=C1)NCC1=CC=CC=C1 (phenylbenzylamine), ethyl ester, CCOC(=O)C1CCCC(C1=O)Br (ethyl 6-bromocyclohexanone-2-carboxylate). The reagents and catalysts are [Cl-].[Zn+2].[Cl-] (zinc chloride). Run in O (water). The product is C(C1=CC=CC=C1)N1C2=CC=CC=C2C=2C(CCCC12)C(=O)O (9-Benzyl-1,2,3,4-tetrahydrocarbazole-4-carboxylic acid). Reaction SMILES: [C:1]1([NH:7][CH2:8][C:9]2[CH:14]=[CH:13][CH:12]=[CH:11][CH:10]=2)[CH:6]=[CH:5][CH:4]=[CH:3][CH:2]=1.CC[O:17][C:18]([CH:20]1[C:25](=O)[CH:24](Br)[CH2:23][CH2:22][CH2:21]1)=[O:19]>O.[Cl-].[Zn+2].[Cl-]>[CH2:8]([N:7]1[C:22]2[CH2:23][CH2:24][CH2:25][CH:20]([C:18]([OH:19])=[O:17])[C:21]=2[C:2]2[C:1]1=[CH:6][CH:5]=[CH:4][CH:3]=2)[C:9]1[CH:10]=[CH:11][CH:12]=[CH:13][CH:14]=1 |f:3.4.5|. Procedure details: A mixture of 53 g. of phenylbenzylamine and 30 g. of ethyl 6-bromocyclohexanone-2-carboxylate was maintained in a nitrogen atmosphere at 35° C. for several days. Fused powdered zinc chloride (48 g.) was added and the mixture was heated at 125°-130°C. for 11/2 hours. The cooled mixture was slurried in water and extracted with ether. The ether extract was washed with 5% hydrochloric acid and water, dried, and evaporated to dryness to give 38.5 g. crude ethyl ester of the title compound which was t...